Dataset: the Open Reaction Database (ORD), a public repository of structured organic reaction records. Task: describe an organic reaction: reactants, conditions, products, and yield Starting materials: FC(CC1=CC=C(C=C1)O)(F)F (4-(2,2,2-trifluoroethyl)phenol), FC(S(=O)(=O)O)(F)F (trifluoromethanesulfonic acid), C(C)(=O)Cl (acetic chloride), [Cl-].[Al+3].[Cl-].[Cl-] (aluminum(III) chloride). The solvent is C(Cl)Cl (CH2Cl2), C(Cl)Cl (CH2Cl2). Reaction conditions: temperature 150 celsius. Yields the product OC1=C(C=C(C=C1)CC(F)(F)F)C(C)=O (1-(2-hydroxy-5-(2,2,2-trifluoroethyl)phenyl)ethanone). Reaction SMILES: [F:1][C:2]([F:12])([F:11])[CH2:3][C:4]1[CH:9]=[CH:8][C:7]([OH:10])=[CH:6][CH:5]=1.FC(F)(F)S(O)(=O)=O.[C:21](Cl)(=[O:23])[CH3:22].[Cl-].[Al+3].[Cl-].[Cl-]>C(Cl)Cl>[OH:10][C:7]1[CH:8]=[CH:9][C:4]([CH2:3][C:2]([F:11])([F:12])[F:1])=[CH:5][C:6]=1[C:21](=[O:23])[CH3:22] |f:3.4.5.6|. Procedure details: To a solution of 4-(2,2,2-trifluoroethyl)phenol (1.00 g, 5.68 mmol) in CH2Cl2 (5.0 ml) was added trifluoromethanesulfonic acid (0.0151 ml, 0.170 mmol) with stirring. A solution of acetic chloride (0.444 ml, 6.25 mmol) in CH2Cl2 (5.0 ml) was added drop wise to the reaction. After stirred 45 min at RT, all the phenol was consumed. The product mixture was diluted with CH2Cl2, washed with saturated sodium bicarbonate. The organic layer was dried over Na2SO4, filtered and concentrated. The residue wa... Reactants: Cc1ccc(CNc2ccccc2N)o1, CCOC(=O)N1CCC(N=C=S)C1, C1CCOC1. Yields the product CCOC(=O)N1CCC(NC(=S)Nc2ccccc2NCc2ccc(C)o2)C1. RXN SMILES: [CH3:14][c:15]1[cH:16][cH:17][c:18]([CH2:20][NH:21][c:22]2[c:23]([NH2:28])[cH:24][cH:25][cH:26][cH:27]2)[o:19]1.[N:1](=[C:2]=[S:3])[CH:4]1[CH2:5][N:6]([C:9](=[O:10])[O:11][CH2:12][CH3:13])[CH2:7][CH2:8]1.[O:29]1[CH2:30][CH2:31][CH2:32][CH2:33]1>>[NH:1]([C:2](=[S:3])[NH:28][c:23]1[c:22]([NH:21][CH2:20][c:18]2[cH:17][cH:16][c:15]([CH3:14])[o:19]2)[cH:27][cH:26][cH:25][cH:24]1)[CH:4]1[CH2:5][N:6]([C:9](=[O:10])[O:11][CH2:12][CH3:13])[CH2:7][CH2:8]1. The reactants are OCC(=O)C1=CC=CC=C1 (2-hydroxyacetophenone), BrCCCCCCCCCCCCCCC (1-bromopentadecane), C([O-])([O-])=O.[K+].[K+] (Potassium carbonate). Solvent: C(C)OC(C)=O (ethylacetate), C(C)#N (acetonitrile). The product is C(CCCCCCCCCCCCCC)OC1=C(C=CC=C1)C(C)=O (1-(2-(pentadecyloxy)phenyl)ethanone). Yield: 81.6%. As a reaction SMILES: O[CH2:2][C:3]([C:5]1[CH:10]=[CH:9][CH:8]=[CH:7][CH:6]=1)=[O:4].Br[CH2:12][CH2:13][CH2:14][CH2:15][CH2:16][CH2:17][CH2:18][CH2:19][CH2:20][CH2:21][CH2:22][CH2:23][CH2:24][CH2:25][CH3:26].C(=O)([O-])[O-:28].[K+].[K+]>C(#N)C.C(OC(=O)C)C>[CH2:12]([O:28][C:10]1[CH:9]=[CH:8][CH:7]=[CH:6][C:5]=1[C:3](=[O:4])[CH3:2])[CH2:13][CH2:14][CH2:15][CH2:16][CH2:17][CH2:18][CH2:19][CH2:20][CH2:21][CH2:22][CH2:23][CH2:24][CH2:25][CH3:26] |f:2.3.4|. Reported procedure: In acetonitrile (50 mL), 2-hydroxyacetophenone (3.9 g) and 1-bromopentadecane (8.4 g) were dissolved. Potassium carbonate (7.9 g) was added thereto and refluxed with heating for 48 hours. After cooling the reaction solution, it was diluted with ethylacetate and filtered with Celite (brand name). The filtrate was concentrated under reduced pressure and the obtained residue was purified by silica gel column chromatography (hexane:ethyl acetate=100:0→90:10). To the obtained solid, methanol was adde... The reactants are Brc1ccccc1, CC(C)(C)[O-], Cc1ccccc1, c1ccc(Nc2ccccc2)cc1, [Na+]. The product is c1ccc(N(c2ccccc2)c2ccccc2)cc1. Reaction SMILES: [Br:1][c:2]1[cH:3][cH:4][cH:5][cH:6][cH:7]1.[CH3:21][C:22]([CH3:23])([O-:24])[CH3:25].[CH3:27][c:28]1[cH:29][cH:30][cH:31][cH:32][cH:33]1.[NH:8]([c:9]1[cH:10][cH:11][cH:12][cH:13][cH:14]1)[c:15]1[cH:16][cH:17][cH:18][cH:19][cH:20]1.[Na+:26]>>[c:2]1([N:8]([c:9]2[cH:10][cH:11][cH:12][cH:13][cH:14]2)[c:15]2[cH:16][cH:17][cH:18][cH:19][cH:20]2)[cH:3][cH:4][cH:5][cH:6][cH:7]1. The reactants are S1C=NC(=C1)COC=1N=CC(=NC1)C(=O)OC (methyl 5-(thiazol-4-ylmethoxy)pyrazine-2-carboxylate), solution, [OH-].[Na+] (sodium hydroxide), Cl (Hydrogen chloride). Solvent: O1CCOCC1 (1,4-dioxane). Reaction conditions: time 16 hour. The product is S1C=NC(=C1)COC=1N=CC(=NC1)C(=O)O (5-(Thiazol-4-ylmethoxy)pyrazine-2-carboxylic acid). As a reaction SMILES: [S:1]1[CH:5]=[C:4]([CH2:6][O:7][C:8]2[N:9]=[CH:10][C:11]([C:14]([O:16]C)=[O:15])=[N:12][CH:13]=2)[N:3]=[CH:2]1.[OH-].[Na+].Cl>O1CCOCC1>[S:1]1[CH:5]=[C:4]([CH2:6][O:7][C:8]2[N:9]=[CH:10][C:11]([C:14]([OH:16])=[O:15])=[N:12][CH:13]=2)[N:3]=[CH:2]1 |f:1.2|. Procedure details: To a solution of methyl 5-(thiazol-4-ylmethoxy)pyrazine-2-carboxylate (0.7606 g, 3.03 mmol) in 1,4-dioxane (15.14 ml) was added a 1 N solution of sodium hydroxide (4.54 ml, 4.54 mmol) at rt. The reaction mixture was allowed to stir for 16 hours. Hydrogen chloride (4.0M solution in 1,4-dioxane; 1.135 ml, 4.54 mmol, Sigma Aldrich) was added and after 10 minutes, the reaction mixture was concentrated in vacuo to give the title compound. MS m/z=237.9 [M+H]+. Calculated for C9H7N3O3S: 237.021. 1H NMR...